From a dataset of the Open Reaction Database (ORD), a public repository of structured organic reaction records. describe an organic reaction: reactants, conditions, products, and yield Reactants: CC(C)(C)OC(=O)NC1(C2CNCC2F)CC1, CN1CCCCC1, CS(C)=O, Cc1c(F)c(F)c(N)c2c(=O)c(C(=O)O)cn(C3CC3F)c12. Product: Cc1c(N2CC(F)C(C3(NC(=O)OC(C)(C)C)CC3)C2)c(F)c(N)c2c(=O)c(C(=O)O)cn(C3CC3F)c12. As a reaction SMILES: [C:23]([CH3:24])([CH3:25])([CH3:26])[O:27][C:28](=[O:29])[NH:30][C:31]1([CH:34]2[CH:35]([F:39])[CH2:36][NH:37][CH2:38]2)[CH2:32][CH2:33]1.[CH3:40][N:41]1[CH2:42][CH2:43][CH2:44][CH2:45][CH2:46]1.[CH3:47][S:48](=[O:49])[CH3:50].[NH2:1][c:2]1[c:3]2[c:4](=[O:22])[c:5]([C:19](=[O:20])[OH:21])[cH:6][n:7]([CH:15]3[CH:16]([F:18])[CH2:17]3)[c:8]2[c:9]([CH3:14])[c:10]([F:13])[c:11]1[F:12]>>[NH2:1][c:2]1[c:3]2[c:4](=[O:22])[c:5]([C:19](=[O:20])[OH:21])[cH:6][n:7]([CH:15]3[CH:16]([F:18])[CH2:17]3)[c:8]2[c:9]([CH3:14])[c:10]([N:37]2[CH2:36][CH:35]([F:39])[CH:34]([C:31]3([NH:30][C:28]([O:27][C:23]([CH3:24])([CH3:25])[CH3:26])=[O:29])[CH2:32][CH2:33]3)[CH2:38]2)[c:11]1[F:12]. Starting materials: C1(=CC=CC=C1)C (toluene), C(C)N1C(OCC1=O)=S (ethyl 2-thioxooxazolidin-4-one), COC=1C=CC(=CC1)P2(=S)SP(=S)(S2)C=3C=CC(=CC3)OC (Lawesson's reagent). Run in C(C)(=O)OCC (ethyl acetate). Yields the product C(C)N1C(OCC1=S)=S (3-Ethyloxazolidine-2,4-dithione). Yield: 94.0%. RXN SMILES: C1(C)C=CC=CC=1.[CH2:8]([N:10]1[C:14](=O)[CH2:13][O:12][C:11]1=[S:16])[CH3:9].COC1C=CC(P2(SP(C3C=CC(OC)=CC=3)(=S)S2)=[S:26])=CC=1>C(OCC)(=O)C>[CH2:8]([N:10]1[C:14](=[S:26])[CH2:13][O:12][C:11]1=[S:16])[CH3:9]. Procedure: A toluene (10 mL) solution of 3-ethyl-2-thioxooxazolidin-4-one 3 (145 mg, 1.0 mmol) and Lawesson's reagent (607 mg, 1.5 mmol) was refluxed overnight. The solution was cooled and diluted with ethyl acetate (100 mL), then washed with water (2×20 mL). The organic layer was dried with brine and MgSO4, and concentrated in vacuo. The residue was purified by flash column chromatography on silica gel (hexane:ethyl acetate=10:1), and the desired product 6 was obtained in 94% yield (152 mg, orange oil). 1... Reactants: Cl (HCl), ClC1=CC=C(COC2=CC(=C(C=O)C=C2)O)C=C1 (4-(4-chloro-benzyloxy)-2-hydroxybenzaldehyde), C(#N)[BH3-].[Na+] (sodium cyanoborohydride), CN(C)C=1C=CC(=CC1)N=NC=2C=CC(=CC2)S(=O)(=O)O (methyl orange). The solvent is O1CCCC1 (tetrahydrofuran), O (Water). Run at time 8 hour. Product: ClC1=CC=C(COC=2C=CC(=C(C2)O)C)C=C1 (5-(4-chloro-benzyloxy)-2-methyl-phenol). As a reaction SMILES: [Cl:1][C:2]1[CH:18]=[CH:17][C:5]([CH2:6][O:7][C:8]2[CH:15]=[CH:14][C:11]([CH:12]=O)=[C:10]([OH:16])[CH:9]=2)=[CH:4][CH:3]=1.C([BH3-])#N.[Na+].CN(C1C=CC(N=NC2C=CC(S(O)(=O)=O)=CC=2)=CC=1)C.Cl>O1CCCC1.O>[Cl:1][C:2]1[CH:18]=[CH:17][C:5]([CH2:6][O:7][C:8]2[CH:15]=[CH:14][C:11]([CH3:12])=[C:10]([OH:16])[CH:9]=2)=[CH:4][CH:3]=1 |f:1.2|. Reported procedure: To a solution of 4-(4-chloro-benzyloxy)-2-hydroxybenzaldehyde (1.31 g, 5.0 mmol) and sodium cyanoborohydride (1.0 g, 15.9 mmol, Aldrich) in tetrahydrofuran (30 mL) was added methyl orange as an indicator, giving the solution a yellow color; 1N aqueous HCl solution (7.5 mL) was added slowly, keeping the solution orange. The mixture was then stirred overnight at room temperature. Water was added, and the mixture was extracted with ethyl acetate three times. The combined organic phase was washed wi...